This data is from the Open Reaction Database (ORD), a public repository of structured organic reaction records. The task is: describe an organic reaction: reactants, conditions, products, and yield The reactants are CC(C)(C)OC(=O)N(Cc1cc(CC(=O)NC2CC2)ccc1Cl)C1CC1, ClCCl, Cl, [Na+], [OH-]. Yields the product O=C(Cc1ccc(Cl)c(CNC2CC2)c1)NC1CC1. As a reaction SMILES: [C:2]([O:3][C:4](=[O:5])[N:8]([CH:9]1[CH2:10][CH2:11]1)[CH2:12][c:13]1[c:14]([Cl:26])[cH:15][cH:16][c:17]([CH2:19][C:20]([NH:21][CH:22]2[CH2:23][CH2:24]2)=[O:25])[cH:18]1)([CH3:6])([CH3:7])[CH3:27].[Cl:30][CH2:31][Cl:32].[ClH:1].[Na+:29].[OH-:28]>>[NH:8]([CH:9]1[CH2:10][CH2:11]1)[CH2:12][c:13]1[c:14]([Cl:26])[cH:15][cH:16][c:17]([CH2:19][C:20]([NH:21][CH:22]2[CH2:23][CH2:24]2)=[O:25])[cH:18]1. The reactants are C1CCOC1, Cc1cc(O)cc(C)c1CC(NC(=O)OC(C)(C)C)C(=O)NC(CCCCC(C)C(=O)O)C(=O)NCCCc1ccccc1, [Li+], [OH-], O. The product is Cc1cc(O)cc(C)c1CC(NC(=O)OC(C)(C)C)C(=O)NC(CCCCCC(=O)O)C(=O)NCCCc1ccccc1. As a reaction SMILES: [CH2:48]1[O:49][CH2:50][CH2:51][CH2:52]1.[CH3:1][CH:2]([C:3](=[O:4])[OH:5])[CH2:6][CH2:7][CH2:8][CH2:9][CH:10]([C:11]([NH:12][CH2:13][CH2:14][CH2:15][c:16]1[cH:17][cH:18][cH:19][cH:20][cH:21]1)=[O:22])[NH:23][C:24]([CH:25]([NH:26][C:27](=[O:28])[O:29][C:30]([CH3:31])([CH3:32])[CH3:33])[CH2:34][c:35]1[c:36]([CH3:43])[cH:37][c:38]([OH:42])[cH:39][c:40]1[CH3:41])=[O:44].[Li+:45].[OH-:46].[OH2:47]>>[CH2:2]([C:3](=[O:4])[OH:5])[CH2:6][CH2:7][CH2:8][CH2:9][CH:10]([C:11]([NH:12][CH2:13][CH2:14][CH2:15][c:16]1[cH:17][cH:18][cH:19][cH:20][cH:21]1)=[O:22])[NH:23][C:24]([CH:25]([NH:26][C:27](=[O:28])[O:29][C:30]([CH3:31])([CH3:32])[CH3:33])[CH2:34][c:35]1[c:36]([CH3:43])[cH:37][c:38]([OH:42])[cH:39][c:40]1[CH3:41])=[O:44].